From a dataset of the Open Reaction Database (ORD), a public repository of structured organic reaction records. describe an organic reaction: reactants, conditions, products, and yield The reactants are 14, Cl.C(C)SC=1N(C=CN1)C1=CC=C(C=C1)C (2-(ethylthio)-1-(4-methylphenyl)-1H-imidazole monohydrochloride), Br (hydrobromic acid), C(C)(=O)O (acetic acid). The product is C(C)SC=1N(C=CN1)C1=CC=C(C=C1)O (4-[2-(ethylthio)-1H-imidazol-1-yl]phenol). Yield: 72.5%. RXN SMILES: Cl.[CH2:2]([S:4][C:5]1[N:6]([C:10]2[CH:15]=[CH:14][C:13](C)=[CH:12][CH:11]=2)[CH:7]=[CH:8][N:9]=1)[CH3:3].Br.C(O)(=[O:20])C>>[CH2:2]([S:4][C:5]1[N:6]([C:10]2[CH:15]=[CH:14][C:13]([OH:20])=[CH:12][CH:11]=2)[CH:7]=[CH:8][N:9]=1)[CH3:3] |f:0.1|. Reported procedure: A mixture of 14 parts of 2-(ethylthio)-1-(4-methylphenyl)-1H-imidazole monohydrochloride and 113 parts of hydrobromic acid solution 48% in glacial acetic acid is stirred and refluxed for 3 hours. The reaction mixture is evaporated and the residue is dissolved in water. The solution is neutralized with sodium hydrogen carbonate. The precipitated product is filtered off and crystallized from 2-propanol, yielding 8.3 parts (72.5%) of 4-[2-(ethylthio)-1H-imidazol-1-yl]phenol; mp. 165.2° C.